From a dataset of the Open Reaction Database (ORD), a public repository of structured organic reaction records. describe an organic reaction: reactants, conditions, products, and yield Starting materials: Intermediate 72, C=1C=CC2=C(C1)N=NN2O (HOBt), CCN(C(C)C)C(C)C (DIPEA), C1(=CC=CC=C1)N1C=NC(=C1)C(=O)NCC(=O)O ([(1-phenyl-1H-imidazole-4-carbonyl)-amino]-acetic acid), Intermediate 68, CCN=C=NCCCN(C)C (EDCI), Cl.ClC1=C(OC2CNCC2)C=CC=C1 (3-(2-chloro-phenoxy)-pyrrolidine hydrochloride). Solvent: O (water), CN(C)C=O (DMF). Conditions: time 2 minute. Yields the product ClC1=C(OC2CN(CC2)C(CNC(=O)C=2N=CN(C2)C2=CC=CC=C2)=O)C=CC=C1 (1-phenyl-1H-imidazole-4-carboxylic acid {2-[3-(2-chloro-phenoxy)-pyrrolidin-1-yl]-2-oxo-ethyl}-amide). Isolated yield 34.7%. Reaction SMILES: CCN(C(C)C)C(C)C.[C:10]1([N:16]2[CH:20]=[C:19]([C:21]([NH:23][CH2:24][C:25]([OH:27])=O)=[O:22])[N:18]=[CH:17]2)[CH:15]=[CH:14][CH:13]=[CH:12][CH:11]=1.C1C=CC2N(O)N=NC=2C=1.CCN=C=NCCCN(C)C.Cl.[Cl:50][C:51]1[CH:62]=[CH:61][CH:60]=[CH:59][C:52]=1[O:53][CH:54]1[CH2:58][CH2:57][NH:56][CH2:55]1>CN(C=O)C.O>[Cl:50][C:51]1[CH:62]=[CH:61][CH:60]=[CH:59][C:52]=1[O:53][CH:54]1[CH2:58][CH2:57][N:56]([C:25](=[O:27])[CH2:24][NH:23][C:21]([C:19]2[N:18]=[CH:17][N:16]([C:10]3[CH:11]=[CH:12][CH:13]=[CH:14][CH:15]=3)[CH:20]=2)=[O:22])[CH2:55]1 |f:4.5|. Procedure details: DIPEA (167.9 mg, 1.3 mmol) was added to a stirred solution of [(1-phenyl-1H-imidazole-4-carbonyl)-amino]-acetic acid (prepared from Intermediate 68 by means of Step 3 of the General Scheme) (80 mg, 0.32 mmol) in DMF (2 mL) followed by HOBt (48.3 mg, 0.35 mmol) and EDCI (124 mg, 0.65 mmol). After 2 minutes of stirring, 3-(2-chloro-phenoxy)-pyrrolidine hydrochloride (prepared by the method used for the synthesis of Intermediate 72) (76 mg, 0.32 mmol) was added and the resulting mixture was stirred... Reported procedure: Prepared analogously to example 65.1. from 4-chloro-5-methyl-thieno[2,3-d]pyrimidine-6-carboxylic acid methyl ester and (R)-tert-butyl 3-(2-amino-5-fluorophenoxy)piperidine-1-carboxylate (Intermediate II). Product: COC(=O)C1=C(C2=C(N=CN=C2NC2=C(C=C(C=C2)F)O[C@H]2CN(CCC2)C(=O)OC(C)(C)C)S1)C (4-[2-((R)-1-tert-Butoxycarbonyl-piperidin-3-yloxy)-4-fluoro-phenylamino]-5-methyl-thieno[2,3-d]pyrimidine-6-carboxylic acid methyl ester). The reactants are COC(=O)C1=C(C2=C(N=CN=C2Cl)S1)C (4-chloro-5-methyl-thieno[2,3-d]pyrimidine-6-carboxylic acid methyl ester), NC1=C(O[C@H]2CN(CCC2)C(=O)OC(C)(C)C)C=C(C=C1)F ((R)-tert-butyl 3-(2-amino-5-fluorophenoxy)piperidine-1-carboxylate), NC1=C(O[C@H]2CN(CCC2)C(=O)OC(C)(C)C)C=C(C=C1)F ((R)-tert-butyl 3-(2-amino-5-fluorophenoxy)piperidine-1-carboxylate). As a reaction SMILES: [CH3:1][O:2][C:3]([C:5]1[S:14][C:8]2[N:9]=[CH:10][N:11]=[C:12](Cl)[C:7]=2[C:6]=1[CH3:15])=[O:4].[NH2:16][C:17]1[CH:36]=[CH:35][C:34]([F:37])=[CH:33][C:18]=1[O:19][C@@H:20]1[CH2:25][CH2:24][CH2:23][N:22]([C:26]([O:28][C:29]([CH3:32])([CH3:31])[CH3:30])=[O:27])[CH2:21]1>>[CH3:1][O:2][C:3]([C:5]1[S:14][C:8]2[N:9]=[CH:10][N:11]=[C:12]([NH:16][C:17]3[CH:36]=[CH:35][C:34]([F:37])=[CH:33][C:18]=3[O:19][C@@H:20]3[CH2:25][CH2:24][CH2:23][N:22]([C:26]([O:28][C:29]([CH3:32])([CH3:31])[CH3:30])=[O:27])[CH2:21]3)[C:7]=2[C:6]=1[CH3:15])=[O:4]. The reactants are CCO, NN, O=C(Nc1ccc2[nH]nc(CN3C(=O)c4ccccc4C3=O)c2c1)C1CCN(CC(=O)N2CCN(c3ccc(-c4ncccn4)cc3)CC2)C1, O. Product: NCc1n[nH]c2ccc(NC(=O)C3CCN(CC(=O)N4CCN(c5ccc(-c6ncccn6)cc5)CC4)C3)cc12. As a reaction SMILES: [CH3:51][CH2:52][OH:53].[NH2:55][NH2:56].[O:1]=[C:2]1[N:3]([CH2:12][c:13]2[n:14][nH:15][c:16]3[cH:17][cH:18][c:19]([NH:22][C:23](=[O:24])[CH:25]4[CH2:26][N:27]([CH2:30][C:31]([N:32]5[CH2:33][CH2:34][N:35]([c:38]6[cH:39][cH:40][c:41](-[c:44]7[n:45][cH:46][cH:47][cH:48][n:49]7)[cH:42][cH:43]6)[CH2:36][CH2:37]5)=[O:50])[CH2:28][CH2:29]4)[cH:20][c:21]23)[C:10](=[O:11])[c:5]2[c:4]1[cH:9][cH:8][cH:7][cH:6]2.[OH2:54]>>[NH2:3][CH2:12][c:13]1[n:14][nH:15][c:16]2[cH:17][cH:18][c:19]([NH:22][C:23](=[O:24])[CH:25]3[CH2:26][N:27]([CH2:30][C:31]([N:32]4[CH2:33][CH2:34][N:35]([c:38]5[cH:39][cH:40][c:41](-[c:44]6[n:45][cH:46][cH:47][cH:48][n:49]6)[cH:42][cH:43]5)[CH2:36][CH2:37]4)=[O:50])[CH2:28][CH2:29]3)[cH:20][c:21]12.